This data is from the Open Reaction Database (ORD), a public repository of structured organic reaction records. The task is: describe an organic reaction: reactants, conditions, products, and yield Starting materials: Cc1ccccc1, OCc1cc2cc(F)ccc2o1, BrP(Br)Br. Product: Fc1ccc2oc(CBr)cc2c1. Reaction SMILES: [CH3:17][c:18]1[cH:19][cH:20][cH:21][cH:22][cH:23]1.[F:1][c:2]1[cH:3][cH:4][c:5]2[c:6]([cH:7][c:8]([CH2:10][OH:11])[o:9]2)[cH:12]1.[P:13]([Br:14])([Br:15])[Br:16]>>[F:1][c:2]1[cH:3][cH:4][c:5]2[c:6]([cH:7][c:8]([CH2:10][Br:14])[o:9]2)[cH:12]1. Reactants: COC(=O)c1ccc(Cn2nc(-c3cc(Cl)cc(Cl)c3)cc2C2CCNCC2)cc1, ClCCl, O=S(=O)(Cl)Cl, c1ccncc1, c1ccccc1. The product is COC(=O)c1ccc(Cn2nc(-c3cc(Cl)cc(Cl)c3)cc2C2CCN(S(=O)(=O)c3ccccc3)CC2)cc1. RXN SMILES: [Cl:1][c:2]1[cH:3][c:4](-[c:9]2[n:10][n:11]([CH2:20][c:21]3[cH:22][cH:23][c:24]([C:25](=[O:26])[O:27][CH3:28])[cH:29][cH:30]3)[c:12]([CH:14]3[CH2:15][CH2:16][NH:17][CH2:18][CH2:19]3)[cH:13]2)[cH:5][c:6]([Cl:8])[cH:7]1.[Cl:48][CH2:49][Cl:50].[S:37](=[O:38])(=[O:39])([Cl:40])[Cl:41].[cH:31]1[cH:32][cH:33][n:34][cH:35][cH:36]1.[cH:42]1[cH:43][cH:44][cH:45][cH:46][cH:47]1>>[Cl:1][c:2]1[cH:3][c:4](-[c:9]2[n:10][n:11]([CH2:20][c:21]3[cH:22][cH:23][c:24]([C:25](=[O:26])[O:27][CH3:28])[cH:29][cH:30]3)[c:12]([CH:14]3[CH2:15][CH2:16][N:17]([S:37](=[O:38])(=[O:39])[c:42]4[cH:43][cH:44][cH:45][cH:46][cH:47]4)[CH2:18][CH2:19]3)[cH:13]2)[cH:5][c:6]([Cl:8])[cH:7]1. Reactants: S(=O)(Cl)Cl (thionyl chloride), S(=O)(Cl)Cl (thionyl chloride), S(=O)(Cl)Cl (thionyl chloride), C(CCCCCCC\C=C/C\C=C/CCCCC)(=O)O (linoleic acid). The solvent is O (water). Conditions: temperature 40 celsius, time 50 minute. Product: acyl chloride, C(CCCCCCC\C=C/C\C=C/CCCCC)(=O)Cl ((9Z,12Z)-octadeca-9,12-dienoyl chloride). Reaction SMILES: S(Cl)([Cl:3])=O.[C:5]([OH:24])(=O)[CH2:6][CH2:7][CH2:8][CH2:9][CH2:10][CH2:11][CH2:12]/[CH:13]=[CH:14]\[CH2:15]/[CH:16]=[CH:17]\[CH2:18][CH2:19][CH2:20][CH2:21][CH3:22]>O>[C:5]([Cl:3])(=[O:24])[CH2:6][CH2:7][CH2:8][CH2:9][CH2:10][CH2:11][CH2:12]/[CH:13]=[CH:14]\[CH2:15]/[CH:16]=[CH:17]\[CH2:18][CH2:19][CH2:20][CH2:21][CH3:22]. Procedure details: In a dry 2-necked, round bottomed flask, equipped with a magnetic stirrer and fixed with a separatory funnel, containing 9.35 ml (128 mmol) of thionyl chloride, and a water condenser, is placed 24.90 ml (80 mmol) of linoleic acid. Addition of the thionyl chloride is completed with heating to about 40° C. over the course of about 40 minutes. When addition of the thionyl chloride is complete the mixture is heated and stirred for an additional 50 minutes. The water condenser is then replaced with a... Reactants: CS(=O)(=O)c1ccc(C(=O)O)s1, CCN=C=NCCCN(C)C, CN(C)C=O, Cl, Nc1cccc(Oc2ccc3nc(NC(=O)C4CC4)cn3n2)c1, On1nnc2ccccc21. Product: CS(=O)(=O)c1ccc(C(=O)Nc2cccc(Oc3ccc4nc(NC(=O)C5CC5)cn4n3)c2)s1. As a reaction SMILES: [CH3:24][S:25](=[O:26])(=[O:27])[c:28]1[cH:29][cH:30][c:31]([C:33](=[O:34])[OH:35])[s:32]1.[CH3:37][N:38]([CH3:39])[CH2:40][CH2:41][CH2:42][N:43]=[C:44]=[N:45][CH2:46][CH3:47].[CH3:58][N:59]([CH3:60])[CH:61]=[O:62].[ClH:36].[NH2:1][c:2]1[cH:3][c:4]([O:5][c:6]2[cH:7][cH:8][c:9]3[n:10]([n:11]2)[cH:12][c:13]([NH:15][C:16](=[O:17])[CH:18]2[CH2:19][CH2:20]2)[n:14]3)[cH:21][cH:22][cH:23]1.[OH:48][n:49]1[c:50]2[cH:51][cH:52][cH:53][cH:54][c:55]2[n:56][n:57]1>>[NH:1]([c:2]1[cH:3][c:4]([O:5][c:6]2[cH:7][cH:8][c:9]3[n:10]([n:11]2)[cH:12][c:13]([NH:15][C:16](=[O:17])[CH:18]2[CH2:19][CH2:20]2)[n:14]3)[cH:21][cH:22][cH:23]1)[C:33]([c:31]1[cH:30][cH:29][c:28]([S:25]([CH3:24])(=[O:26])=[O:27])[s:32]1)=[O:34].